Dataset: the Open Reaction Database (ORD), a public repository of structured organic reaction records. Task: describe an organic reaction: reactants, conditions, products, and yield Reactants: CC(C)=CCBr, CC1CC(C(Cc2ccccc2)NC(=O)OC(C)(C)C)OC1=O. The product is CC(C)=CCC1CC(C(Cc2ccccc2)NC(=O)OC(C)(C)C)OC1=O. As a reaction SMILES: [Br:24][CH2:25][CH:26]=[C:27]([CH3:28])[CH3:29].[C:1]([CH3:2])([CH3:3])([CH3:4])[O:5][C:6]([NH:7][CH:8]([CH2:9][c:10]1[cH:11][cH:12][cH:13][cH:14][cH:15]1)[CH:16]1[O:17][C:18](=[O:22])[CH:19]([CH3:21])[CH2:20]1)=[O:23]>>[C:1]([CH3:2])([CH3:3])([CH3:4])[O:5][C:6]([NH:7][CH:8]([CH2:9][c:10]1[cH:11][cH:12][cH:13][cH:14][cH:15]1)[CH:16]1[O:17][C:18](=[O:22])[CH:19]([CH2:21][CH:26]=[C:27]([CH3:28])[CH3:29])[CH2:20]1)=[O:23]. The reactants are C(C)OC(=O)C1CC(C2=C(CC1)C(=CC=C2)OC)=O ((±)-1-methoxy-5-oxo-6,7,8,9-tetrahydro-5H-benzocycloheptene-7-carboxylic acid ethyl ester). Solvent: [OH-].[Na+] (NaOH), CCOCC (Et2O). The product is COC1=CC=CC2=C1CCC(CC2=O)C(=O)O ((±)-1-Methoxy-5-oxo-6,7,8,9-tetrahydro-5H-benzocycloheptene-7-carboxylic Acid). Yield: 65.6%. RXN SMILES: C([O:3][C:4]([CH:6]1[CH2:12][CH2:11][C:10]2[C:13]([O:17][CH3:18])=[CH:14][CH:15]=[CH:16][C:9]=2[C:8](=[O:19])[CH2:7]1)=[O:5])C>[OH-].[Na+].CCOCC>[CH3:18][O:17][C:13]1[C:10]2[CH2:11][CH2:12][CH:6]([C:4]([OH:5])=[O:3])[CH2:7][C:8](=[O:19])[C:9]=2[CH:16]=[CH:15][CH:14]=1 |f:1.2|. Procedure: A suspension of 0.7 g of (±)-1-methoxy-5-oxo-6,7,8,9-tetrahydro-5H-benzocycloheptene-7-carboxylic acid ethyl ester (prepared as described in Bowman, Tetrahedron, 48, 4027, 1992) in 2 mL of 2N NaOH was refluxed for 2 h, then cooled and extracted with Et2O. The aqueous layer was brought to acidic pH with 10% HCl, the precipitate formed was redissolved in Et2O and the organic phase was washed with water and dried. The solvent was removed in vacuo and the resulting residue was purified by flash chro... Reactants: NC=O, NC(Cc1ccccc1)C(=O)O. The product is O=CNC(Cc1ccccc1)C(=O)O. RXN SMILES: [CH:13](=[O:14])[NH2:15].[NH2:1][CH:2]([CH2:3][c:4]1[cH:5][cH:6][cH:7][cH:8][cH:9]1)[C:10]([OH:11])=[O:12]>>[NH:1]([CH:2]([CH2:3][c:4]1[cH:5][cH:6][cH:7][cH:8][cH:9]1)[C:10]([OH:11])=[O:12])[CH:13]=[O:14].